Dataset: the Open Reaction Database (ORD), a public repository of structured organic reaction records. Task: describe an organic reaction: reactants, conditions, products, and yield Reaction SMILES: [Br:3][c:4]1[n:5][c:6]([CH3:10])[cH:7][cH:8][cH:9]1.[CH3:11][C:12](=[O:13])[OH:14].[OH:1][OH:2]>>[O-:1][n+:5]1[c:4]([Br:3])[cH:9][cH:8][cH:7][c:6]1[CH3:10]. The product is Cc1cccc(Br)[n+]1[O-]. Starting materials: Cc1cccc(Br)n1, CC(=O)O, OO. Starting materials: CC1(CO)NCCC1O[Si](C)(C)C(C)(C)C, CCN(C(C)C)C(C)C, Cc1c(N=C=O)ccc(C#N)c1Cl, ClCCl, O=C(O)C(F)(F)F. Product: Cc1c(NC(=O)N2CCC(O[Si](C)(C)C(C)(C)C)C2(C)CO)ccc(C#N)c1Cl. Reaction SMILES: [C:8]([CH3:9])([CH3:10])([CH3:11])[Si:12]([O:13][CH:14]1[C:15]([CH3:19])([CH2:20][OH:21])[NH:16][CH2:17][CH2:18]1)([CH3:22])[CH3:23].[CH:24]([N:25]([CH2:26][CH3:27])[CH:28]([CH3:29])[CH3:30])([CH3:31])[CH3:32].[Cl:33][c:34]1[c:35]([C:36]#[N:37])[cH:38][cH:39][c:40]([N:43]=[C:44]=[O:45])[c:41]1[CH3:42].[Cl:46][CH2:47][Cl:48].[F:1][C:2]([F:3])([F:4])[C:5]([OH:6])=[O:7]>>[C:8]([CH3:9])([CH3:10])([CH3:11])[Si:12]([O:13][CH:14]1[C:15]([CH3:19])([CH2:20][OH:21])[N:16]([C:44]([NH:43][c:40]2[cH:39][cH:38][c:35]([C:36]#[N:37])[c:34]([Cl:33])[c:41]2[CH3:42])=[O:45])[CH2:17][CH2:18]1)([CH3:22])[CH3:23]. Starting materials: CC1=CC(=NC=C1)O (4-methylpyridin-2-ol), IC(C)C (2-iodopropane), crude product, [Cl-].[NH4+] (ammonium chloride), C=O (paraformaldehyde). Reagents/catalysts: C([O-])([O-])=O.[Ag+2] (silver carbonate). Run in C(Cl)(Cl)Cl (chloroform), O1CCCC1 (tetrahydrofuran), [Li+].CCC[CH2-] (N-butyllithium). Reaction conditions: time 24 hour. The product is C(C)(C)OC1=NC=CC(=C1)CCO (2-(2-isopropoxypyridin-4-yl)ethanol). As a reaction SMILES: [CH3:1][C:2]1[CH:7]=[CH:6][N:5]=[C:4]([OH:8])[CH:3]=1.[CH2:9]=[O:10].[Cl-].[NH4+].I[CH:14]([CH3:16])[CH3:15]>C(Cl)(Cl)Cl.O1CCCC1.[Li+].CCC[CH2-].C(=O)([O-])[O-].[Ag+2]>[CH:14]([O:8][C:4]1[CH:3]=[C:2]([CH2:1][CH2:9][OH:10])[CH:7]=[CH:6][N:5]=1)([CH3:16])[CH3:15] |f:2.3,7.8,9.10|. Procedure: To a solution of 4-methylpyridin-2-ol (1.0 g) in chloroform (10 ml), 1.37 ml of 2-iodopropane and 3.8 g of silver carbonate (II) were added, and the reaction solution was stirred at room temperature for 24 hours. The reaction solution was Celite-filtered, and the filtrate was distilled off under reduced pressure to afford a crude product as a yellow oil. To a solution of the crude product in tetrahydrofuran (8 ml), 7.2 ml of N-butyllithium (1.5M hexane solution) was added at −78° C., and the rea... The reactants are CO, COC(=O)CC(C)c1ccc(Cn2cccc(-c3ccc(NC(=O)Nc4ccccc4C)cc3)c2=O)cc1. The product is Cc1ccccc1NC(=O)Nc1ccc(-c2cccn(Cc3ccc(C(C)CC(=O)O)cc3)c2=O)cc1. As a reaction SMILES: [CH3:39][OH:40].[O:1]=[c:2]1[n:3]([CH2:25][c:26]2[cH:27][cH:28][c:29]([CH:32]([CH2:33][C:34](=[O:35])[O:36][CH3:37])[CH3:38])[cH:30][cH:31]2)[cH:4][cH:5][cH:6][c:7]1-[c:8]1[cH:9][cH:10][c:11]([NH:14][C:15](=[O:16])[NH:17][c:18]2[c:19]([CH3:24])[cH:20][cH:21][cH:22][cH:23]2)[cH:12][cH:13]1>>[O:1]=[c:2]1[n:3]([CH2:25][c:26]2[cH:27][cH:28][c:29]([CH:32]([CH2:33][C:34](=[O:35])[OH:36])[CH3:38])[cH:30][cH:31]2)[cH:4][cH:5][cH:6][c:7]1-[c:8]1[cH:9][cH:10][c:11]([NH:14][C:15](=[O:16])[NH:17][c:18]2[c:19]([CH3:24])[cH:20][cH:21][cH:22][cH:23]2)[cH:12][cH:13]1. Reaction SMILES: [CH2:35]1[O:36][CH2:37][CH2:38][CH2:39]1.[CH3:40][CH2:41][O:42][C:43]([CH3:44])=[O:45].[ClH:1].[NH:2]1[B:3]([c:15]2[cH:16][cH:17][c:18](-[c:21]3[c:22]([NH2:27])[n:23][cH:24][cH:25][cH:26]3)[cH:19][cH:20]2)[NH:14][c:12]2[cH:11][cH:10][cH:9][c:8]3[cH:7][cH:6][cH:5][c:4]1[c:13]32.[Na+:32].[Na+:34].[O-:28][C:29]([OH:30])=[O:31].[OH-:33]>>[B:3]([c:15]1[cH:16][cH:17][c:18](-[c:21]2[c:22]([NH2:27])[n:23][cH:24][cH:25][cH:26]2)[cH:19][cH:20]1)([OH:28])[OH:33]. Starting materials: C1CCOC1, CCOC(C)=O, Cl, Nc1ncccc1-c1ccc(B2Nc3cccc4cccc(c34)N2)cc1, [Na+], [Na+], O=C([O-])O, [OH-]. Product: Nc1ncccc1-c1ccc(B(O)O)cc1. The reactants are CCOC(=O)c1cc2cc(Oc3ccc(S(C)(=O)=O)nc3)cc(C)c2[nH]1, CO, [K+], C1CCOC1, [OH-]. The product is Cc1cc(Oc2ccc(S(C)(=O)=O)nc2)cc2cc(C(=O)O)[nH]c12. Reaction SMILES: [CH3:1][c:2]1[cH:3][c:4]([O:16][c:17]2[cH:18][n:19][c:20]([S:23](=[O:24])(=[O:25])[CH3:26])[cH:21][cH:22]2)[cH:5][c:6]2[cH:7][c:8]([C:11](=[O:12])[O:13][CH2:14][CH3:15])[nH:9][c:10]12.[CH3:27][OH:28].[K+:30].[O:31]1[CH2:32][CH2:33][CH2:34][CH2:35]1.[OH-:29]>>[CH3:1][c:2]1[cH:3][c:4]([O:16][c:17]2[cH:18][n:19][c:20]([S:23](=[O:24])(=[O:25])[CH3:26])[cH:21][cH:22]2)[cH:5][c:6]2[cH:7][c:8]([C:11](=[O:12])[OH:13])[nH:9][c:10]12. The product is OC1OCCCC1.NC(=O)N.N (THPOH urea NH3). Reactants: solids, N (ammonia), OC1OCCCC1.NC(=O)N (THPOH urea), solids, OC1OCCCC1.NC(=O)N (THPOH urea), N (ammonia), rayon, N (ammonia). Solvent: O (water). RXN SMILES: [OH:1][CH:2]1[CH2:7][CH2:6][CH2:5][CH2:4][O:3]1.[NH2:8][C:9]([NH2:11])=[O:10].[NH3:12]>O>[OH:1][CH:2]1[CH2:7][CH2:6][CH2:5][CH2:4][O:3]1.[NH2:8][C:9]([NH2:11])=[O:10].[NH3:12] |f:0.1,4.5.6|. Procedure details: A first pad bath is filled with a treatment solution containing 150 pounds of THPOH-urea precondensate (Guardex FR-TP, 75% solids from Guardex, Inc. Thomasville, N.C.), 9 pounds of wetting agent (Guardex WT-TPS) and 140 pounds of water. A second pad bath is filled with a treatment solution of identical composition to the first pad bath. Filament rayon warp knit fabric (7.0 ounces per square yard) is padded through the two pad baths in succession attaining 27.4% solids add-on by weight after the ... Conditions: temperature 107.5 fahrenheit.